This data is from the Open Reaction Database (ORD), a public repository of structured organic reaction records. The task is: describe an organic reaction: reactants, conditions, products, and yield Starting materials: ClC1=CC=C(OCC(C(CCl)(C)C)=O)C=C1 (1-(p-chlorophenoxy)-3,3-dimethyl-4-chloro-2-butanone), [BH4-].[Na+] (sodium borohydride). Run in CO (methanol). Yields the product ClC1=CC=C(OCC(C(CCl)(C)C)O)C=C1 (1-(p-chlorophenoxy)-3,3-dimethyl-4-chloro-2-butanol). Yield: 87.8%. Reaction SMILES: [Cl:1][C:2]1[CH:16]=[CH:15][C:5]([O:6][CH2:7][C:8](=[O:14])[C:9]([CH3:13])([CH3:12])[CH2:10][Cl:11])=[CH:4][CH:3]=1.[BH4-].[Na+]>CO>[Cl:1][C:2]1[CH:3]=[CH:4][C:5]([O:6][CH2:7][CH:8]([OH:14])[C:9]([CH3:12])([CH3:13])[CH2:10][Cl:11])=[CH:15][CH:16]=1 |f:1.2|. Procedure details: Into a 100-ml egg plant type flask were placed 2.6 g of 1-(p-chlorophenoxy)-3,3-dimethyl-4-chloro-2-butanone and 40 ml of methanol, and 0.2 g of sodium borohydride was further placed into the flask with cooling and stirring. After stirring the mixture at room temperature for 1 hour, the reaction mixture was concentrated in a vacuum, and 50 ml of water was added to the resulting residue, followed by extraction with 30 ml of ether twice. The combined ethereal extract was washed with saturated aque... The reactants are CNCCN (N-methylethane-1,2-diamine), Cl.ClCC1=NC=CC=C1 (2-chloromethylpyridine hydrochloride). The product is CN(CCN(CC1=NC=CC=C1)CC1=NC=CC=C1)CC1=NC=CC=C1 (N-Methyl-N,N′,N′-tris(2-pyridylmethyl)ethane-1,2-diamine). RXN SMILES: [CH3:1][NH:2][CH2:3][CH2:4][NH2:5].Cl.Cl[CH2:8][C:9]1[CH:14]=[CH:13][CH:12]=[CH:11][N:10]=1>>[CH3:1][N:2]([CH2:8][C:9]1[CH:14]=[CH:13][CH:12]=[CH:11][N:10]=1)[CH2:3][CH2:4][N:5]([CH2:8][C:9]1[CH:14]=[CH:13][CH:12]=[CH:11][N:10]=1)[CH2:8][C:9]1[CH:14]=[CH:13][CH:12]=[CH:11][N:10]=1 |f:1.2|. Procedure details: Prepared from N-methylethane-1,2-diamine and 2-chloromethylpyridine hydrochloride using the procedure described by I. Bernal et al in J. Chem. Soc., Dalton. Trans., 1995, 3667. The reactants are CN1C=C(C2=CC=CC=C12)C(C(=O)O)=O ((1-methyl-1H-indol-3-yl)-oxo-acetic acid), C1(=CC=CC=C1)C(C1=CC=CC=C1)N (C,C-diphenyl-methylamine). Solvent: CC#N (CH3CN). The product is C(C1=CC=CC=C1)(C1=CC=CC=C1)NC(C(=O)C1=CN(C2=CC=CC=C12)C)=O (N-Benzhydryl-2-(1-methyl-1H-indol-3-yl)-2-oxo-acetamide). Reaction SMILES: [CH3:1][N:2]1[C:10]2[C:5](=[CH:6][CH:7]=[CH:8][CH:9]=2)[C:4]([C:11](=[O:15])[C:12]([OH:14])=O)=[CH:3]1.[C:16]1([CH:22]([NH2:29])[C:23]2[CH:28]=[CH:27][CH:26]=[CH:25][CH:24]=2)[CH:21]=[CH:20][CH:19]=[CH:18][CH:17]=1>CC#N>[CH:22]([NH:29][C:12](=[O:14])[C:11]([C:4]1[C:5]2[C:10](=[CH:9][CH:8]=[CH:7][CH:6]=2)[N:2]([CH3:1])[CH:3]=1)=[O:15])([C:23]1[CH:24]=[CH:25][CH:26]=[CH:27][CH:28]=1)[C:16]1[CH:21]=[CH:20][CH:19]=[CH:18][CH:17]=1. Procedure: N-Benzhydryl-2-(1-methyl-1H-indol-3-yl)-2-oxo-acetamide was synthesized following scheme II above starting from (1-methyl-1H-indol-3-yl)-oxo-acetic acid and C,C-diphenyl-methylamine. Yield (11%). HPLC ret. time 3.79 min, 10-99% CH3CN, 5 min run; 1H NMR (400 MHz, DMSO-d6) δ 9.56 (d, J=9.1 Hz, 1H), 8.65 (s, 1H), 8.24 (m, 1H), 7.61 (m, 1H), 7.43-7.26 (m, 12H), 6.32 (d, J=9.1 Hz, 1H), 3.90 (s, 3H); ESI-MS 369.1 m/z (MH+). The reactants are COc1ccc(C(=O)Oc2ccc([N+](=O)[O-])cc2)c2c3c(n(C)c12)C(=O)N(C)CC3, Cl, [H-], Nc1c(Cl)cncc1Cl, [Na+]. Yields the product COc1ccc(C(=O)Nc2c(Cl)cncc2Cl)c2c3c(n(C)c12)C(=O)N(C)CC3. Reaction SMILES: [CH3:1][O:2][c:3]1[cH:4][cH:5][c:6]([C:19]([O:21][c:20]2[cH:22][cH:23][c:24]([N+:25]([O-:26])=[O:27])[cH:28][cH:29]2)=[O:30])[c:7]2[c:8]3[c:13]([n:14]([CH3:16])[c:15]12)[C:12](=[O:17])[N:11]([CH3:18])[CH2:10][CH2:9]3.[ClH:42].[H-:41].[NH2:31][c:32]1[c:33]([Cl:39])[cH:34][n:35][cH:36][c:37]1[Cl:38].[Na+:40]>>[CH3:1][O:2][c:3]1[cH:4][cH:5][c:6]([C:19](=[O:21])[NH:31][c:32]2[c:33]([Cl:39])[cH:34][n:35][cH:36][c:37]2[Cl:38])[c:7]2[c:8]3[c:13]([n:14]([CH3:16])[c:15]12)[C:12](=[O:17])[N:11]([CH3:18])[CH2:10][CH2:9]3. Reactants: BrC(Br)(Br)Br, CCCC1CCC(c2ccc(C=O)cc2)CC1, ClCCl, c1ccc(P(c2ccccc2)c2ccccc2)cc1. The product is CCCC1CCC(c2ccc(C=C(Br)Br)cc2)CC1. RXN SMILES: [C:1]([Br:2])([Br:3])([Br:4])[Br:5].[CH2:25]([CH2:26][CH3:27])[CH:28]1[CH2:29][CH2:30][CH:31]([c:34]2[cH:35][cH:36][c:37]([CH:38]=[O:39])[cH:40][cH:41]2)[CH2:32][CH2:33]1.[Cl:42][CH2:43][Cl:44].[c:6]1([P:7]([c:8]2[cH:9][cH:10][cH:11][cH:12][cH:13]2)[c:14]2[cH:15][cH:16][cH:17][cH:18][cH:19]2)[cH:20][cH:21][cH:22][cH:23][cH:24]1>>[C:1]([Br:2])([Br:5])=[CH:38][c:37]1[cH:36][cH:35][c:34]([CH:31]2[CH2:30][CH2:29][CH:28]([CH2:25][CH2:26][CH3:27])[CH2:33][CH2:32]2)[cH:41][cH:40]1. Reactants: C=O (formaldehyde), C(C)(=O)O (acetic acid), C(C)(=O)O[BH-](OC(C)=O)OC(C)=O.[Na+] (sodium triacetoxyborohydride), [OH-].[Na+] (sodium hydroxide), CN1CCCC=2C(NC3=C(C12)C=C(C=C3)OC3CCNCC3)=O (1-Methyl-9-(piperidine-4-yloxy)-1,2,3,4-tetrahydrobenzo[h][1,6]naphthyridine-5(6H)-one). Solvent: CO (methanol), C(Cl)(Cl)Cl (chloroform), CO (methanol), ClCCl (dichloromethane). Reaction conditions: time 8 hour. Yields the product CN1CCCC=2C(NC3=C(C12)C=C(C=C3)OC3CCN(CC3)C)=O (1-Methyl-9-(1-methylpiperidine-4-yloxy)-1,2,3,4-tetrahydrobenzo[h][1,6]naphthyridine-5(6H)-one). Isolated yield 65.8%. RXN SMILES: [CH3:1][N:2]1[C:11]2[C:10]3[CH:12]=[C:13]([O:16][CH:17]4[CH2:22][CH2:21][NH:20][CH2:19][CH2:18]4)[CH:14]=[CH:15][C:9]=3[NH:8][C:7](=[O:23])[C:6]=2[CH2:5][CH2:4][CH2:3]1.C=O.[C:26](O)(=O)C.C(O[BH-](OC(=O)C)OC(=O)C)(=O)C.[Na+].[OH-].[Na+]>CO.ClCCl.C(Cl)(Cl)Cl>[CH3:1][N:2]1[C:11]2[C:10]3[CH:12]=[C:13]([O:16][CH:17]4[CH2:18][CH2:19][N:20]([CH3:26])[CH2:21][CH2:22]4)[CH:14]=[CH:15][C:9]=3[NH:8][C:7](=[O:23])[C:6]=2[CH2:5][CH2:4][CH2:3]1 |f:3.4,5.6|. Reported procedure: The compound (45 mg, 0.13 mmol) prepared in step 2 of Example 13 was dissolved in methanol (3 ml)/dichloromethane (3 ml), sequentially added with formaldehyde (29 μl, 0.38 mmol), acetic acid (12 μl, 0.22 mmol), and sodium triacetoxyborohydride (108 mg, 0.51 mmol) at room temperature. The resulting mixture was stirred overnight at room temperature and poured into cold 2 N sodium hydroxide aqueous solution. The mixture was extracted with chloroform and washed with brine. The organic layer was drie...